Task: describe an organic reaction: reactants, conditions, products, and yield. Dataset: the Open Reaction Database (ORD), a public repository of structured organic reaction records Starting materials: O (water), C=O (paraformaldehyde), C(#N)[BH3-].[Na+] (sodium cyanoborohydride), NC1=C(C=C(C=C1)NC(=O)[C@@H]1NCCCC1)[N+](=O)[O-] ((R)—N-(4-Amino-3-nitrophenyl)piperidine-2-carboxamide). Run in CO (MeOH). Run at time 70 minute. The product is NC1=C(C=C(C=C1)NC(=O)[C@@H]1N(CCCC1)C)[N+](=O)[O-] ((R)—N-(4-amino-3-nitrophenyl)-1-methylpiperidine-2-carboxamide). Yield: 98.7%. RXN SMILES: [NH2:1][C:2]1[CH:7]=[CH:6][C:5]([NH:8][C:9]([C@H:11]2[CH2:16][CH2:15][CH2:14][CH2:13][NH:12]2)=[O:10])=[CH:4][C:3]=1[N+:17]([O-:19])=[O:18].C=O.[C:22]([BH3-])#N.[Na+].O>CO>[NH2:1][C:2]1[CH:7]=[CH:6][C:5]([NH:8][C:9]([C@H:11]2[CH2:16][CH2:15][CH2:14][CH2:13][N:12]2[CH3:22])=[O:10])=[CH:4][C:3]=1[N+:17]([O-:19])=[O:18] |f:2.3|. Procedure details: (R)—N-(4-Amino-3-nitrophenyl)piperidine-2-carboxamide (2.09 g, 7.9 mmol) was dissolved in MeOH (50 mL), and paraformaldehyde (0.95 g) and sodium cyanoborohydride (0.50 g, 8.0 mmol) were added. The mixture was stirred at room temperature for 70 min, and water added dropwise. The solvent was evaporated and the residue partitioned between water and EA (150 mL each). The phases were separated and the aqueous phase extracted with EA (2×100 mL). The combined EA layers were washed with brine, dried ove... The reactants are N#CCBr, O=C([O-])[O-], CCC(C)=O, C#CC(C)(C)N1CCNCC1, [K+], [K+]. The product is C#CC(C)(C)N1CCN(CC#N)CC1. RXN SMILES: [Br:18][CH2:19][C:20]#[N:21].[C:12](=[O:13])([O-:14])[O-:15].[CH2:22]([C:23]([CH3:24])=[O:25])[CH3:26].[CH3:1][C:2]([C:3]#[CH:4])([CH3:5])[N:6]1[CH2:7][CH2:8][NH:9][CH2:10][CH2:11]1.[K+:16].[K+:17]>>[CH3:1][C:2]([C:3]#[CH:4])([CH3:5])[N:6]1[CH2:7][CH2:8][N:9]([CH2:19][C:20]#[N:21])[CH2:10][CH2:11]1. Reactants: FC1=CC(=C(C=C1)[N+](=O)[O-])OC (4-fluoro-2-methoxy-1-nitrobenzene), Cl.C(C1=CC=CC=C1)N[C@@H]1[C@@H](CNCC1)F ((3R,4S)—N-benzyl-3-fluoropiperidin-4-amine HCl salt), Cl.C(C1=CC=CC=C1)N[C@@H]1[C@@H](CNCC1)F ((3R,4S)—N-benzyl-3-fluoropiperidin-4-amine HCl salt), C([O-])([O-])=O.[K+].[K+] (potassium carbonate). Solvent: CC(=O)N(C)C (DMA). Run at temperature 120 celsius. Yields the product C(C1=CC=CC=C1)N[C@@H]1[C@@H](CN(CC1)C1=CC(=C(C=C1)[N+](=O)[O-])OC)F ((3R,4S)—N-benzyl-3-fluoro-1-(3-methoxy-4-nitrophenyl)piperidin-4-amine). Yield: 59.9%. As a reaction SMILES: C(=O)([O-])[O-].[K+].[K+].F[C:8]1[CH:13]=[CH:12][C:11]([N+:14]([O-:16])=[O:15])=[C:10]([O:17][CH3:18])[CH:9]=1.Cl.[CH2:20]([NH:27][C@H:28]1[CH2:33][CH2:32][NH:31][CH2:30][C@H:29]1[F:34])[C:21]1[CH:26]=[CH:25][CH:24]=[CH:23][CH:22]=1>CC(N(C)C)=O>[CH2:20]([NH:27][C@H:28]1[CH2:33][CH2:32][N:31]([C:8]2[CH:13]=[CH:12][C:11]([N+:14]([O-:16])=[O:15])=[C:10]([O:17][CH3:18])[CH:9]=2)[CH2:30][C@H:29]1[F:34])[C:21]1[CH:22]=[CH:23][CH:24]=[CH:25][CH:26]=1 |f:0.1.2,4.5|. Reported procedure: DMA (60 ml) and potassium carbonate (5.65 g, 40.86 mmol) were added to the flask containing 4-fluoro-2-methoxy-1-nitrobenzene (1.748 g, 10.22 mmol) and (3R,4S)—N-benzyl-3-fluoropiperidin-4-amine HCl salt (INTERMEDIATE 46, 2.5 g, 10.22 mmol). The reaction was heated to 120° C. for 5 h. The reaction mixture was cooled to rt, and filtered. The filtrate was diluted with EtOAc (50 ml) and the solution was washed with brine (2×100 ml). The organic layer was dried over Na2SO4, filtered, and concentrate...